This data is from the Open Reaction Database (ORD), a public repository of structured organic reaction records. The task is: describe an organic reaction: reactants, conditions, products, and yield Starting materials: BrC1=CC=CC2=C1C(N(CC=1N2C=NC1C#N)C)=O (7-bromo-5-methyl-6-oxo-5,6-dihydro-4H-imidazo[1,5-a][1,4]benzodiazepine-3-carbonitrile), C([O-])([O-])=O.[Na+].[Na+] (sodium carbonate), Cl.NO (hydroxylamine hydrochloride). Run in C(C)O (ethanol), O (water), O (water). The product is BrC1=CC=CC2=C1C(N(CC=1N2C=NC1C(N)=NO)C)=O (7-bromo-5-methyl-6-oxo-5,6-dihydro-4H-imidazo[1,5-a][1,4]benzodiazepine-3-carboxamidoxime). The yield is 86.0%. RXN SMILES: [Br:1][C:2]1[C:7]2[C:8](=[O:19])[N:9]([CH3:18])[CH2:10][C:11]3[N:12]([CH:13]=[N:14][C:15]=3[C:16]#[N:17])[C:6]=2[CH:5]=[CH:4][CH:3]=1.C(=O)([O-])[O-].[Na+].[Na+].Cl.[NH2:27][OH:28]>C(O)C.O>[Br:1][C:2]1[C:7]2[C:8](=[O:19])[N:9]([CH3:18])[CH2:10][C:11]3[N:12]([CH:13]=[N:14][C:15]=3[C:16](=[N:27][OH:28])[NH2:17])[C:6]=2[CH:5]=[CH:4][CH:3]=1 |f:1.2.3,4.5|. Procedure: 17.85 g (56.3 mmol) of 7-bromo-5-methyl-6-oxo-5,6-dihydro-4H-imidazo[1,5-a][1,4]benzodiazepine-3-carbonitrile were stirred with 10.3 g (97.7 mmol) of sodium carbonate and 8 g (115.1 mmol) of hydroxylamine hydrochloride in 300 ml of ethanol and 60 ml of water at 50° for 1 hour and at 75° for 20 minutes. After dilution with 50 ml of water the suspension was suction filtered and the crystals were dried. There were obtained 16.95 g (86%) of 7-bromo-5-methyl-6-oxo-5,6-dihydro-4H-imidazo[1,5-a][1,4]be... Starting materials: C1CCOC1, CCO, Cl, Nc1ccc(C(F)(F)F)cc1[N+](=O)[O-], O=N[O-], NS(=O)(=O)O, [Na+], [Na+], [OH-], O, COc1cc(CO)c(O)c(CO)c1. Yields the product COc1cc(CO)c(O)c(N=Nc2ccc(C(F)(F)F)cc2[N+](=O)[O-])c1. RXN SMILES: [CH2:41]1[O:42][CH2:43][CH2:44][CH2:45]1.[CH3:46][CH2:47][OH:48].[ClH:15].[N+:1](=[O:2])([O-:3])[c:4]1[c:5]([NH2:6])[cH:7][cH:8][c:9]([C:11]([F:12])([F:13])[F:14])[cH:10]1.[N:16]([O-:17])=[O:18].[NH2:20][S:21](=[O:22])(=[O:23])[OH:24].[Na+:19].[Na+:39].[OH-:38].[OH2:40].[OH:25][c:26]1[c:27]([CH2:36][OH:37])[cH:28][c:29]([O:34][CH3:35])[cH:30][c:31]1[CH2:32][OH:33]>>[N+:1](=[O:2])([O-:3])[c:4]1[c:5]([N:6]=[N:20][c:31]2[c:26]([OH:25])[c:27]([CH2:36][OH:37])[cH:28][c:29]([O:34][CH3:35])[cH:30]2)[cH:7][cH:8][c:9]([C:11]([F:12])([F:13])[F:14])[cH:10]1. The reactants are n1(c2ccccc2)nc(cc1N)C(OCC)=O, c1(c(cc(C(O)=O)c(Cl)c1)c1ncccc1)Cl. Reagents/catalysts: CCN(C(C)C)C(C)C (DIPEA), c1ccc(cc1)-c2c3ccccc3cc4ccccc24 (9-Phenylanthracene), C[N+]1(CCOCC1)C2=NC(=NC(=N2)OC)OC.[Cl-] (DMTMM.Cl). Solvent: C1CCOC1 (THF). Run at temperature 25 celsius, time 18 hour. Yields the product CCOC(=O)c1cc(NC(=O)c2cc(c(Cl)cc2Cl)c3ccccn3)n(n1)c4ccccc4. RXN SMILES: [CH3:1][CH2:2][O:3][C:4]([c:6]1[n:11][n:10]([c:12]2[cH:17][cH:16][cH:15][cH:14][cH:13]2)[c:8]([NH2:9])[cH:7]1)=[O:5].O[C:18]([c:20]1[c:26]([Cl:27])[cH:25][c:23]([Cl:24])[c:22]([c:28]2[n:33][cH:32][cH:31][cH:30][cH:29]2)[cH:21]1)=[O:19]>>[CH3:1][CH2:2][O:3][C:4]([c:6]1[n:11][n:10]([c:12]2[cH:17][cH:16][cH:15][cH:14][cH:13]2)[c:8]([NH:9][C:18]([c:20]3[c:26]([Cl:27])[cH:25][c:23]([Cl:24])[c:22]([c:28]4[n:33][cH:32][cH:31][cH:30][cH:29]4)[cH:21]3)=[O:19])[cH:7]1)=[O:5]. The reactants are C(CCC)OC1=C(C=CC2=CC=C(C=C12)C=C1C(N=C(S1)SC)=O)C#N (1-butoxy-7-(2-methylsulfanyl-4-oxo-4H-thiazol-5-ylidenemethyl)-naphthalene-2-carbonitrile), C1(CC1)N (cyclopropylamine), C(C)(C)N(CC)C(C)C (DIEA). Yields the product C(CCC)OC1=C(C=NC2=CC=C(C=C12)\C=C/1\C(N=C(S1)NC1CC1)=O)C#N (4-butoxy-6-[2-cyclopropylamino-4-oxo-4H-thiazol-(5Z)-ylidenemethyl]-quinoline-3-carbonitrile). Reaction SMILES: [CH2:1]([O:5][C:6]1[C:15]2[C:10](=[CH:11][CH:12]=[C:13]([CH:16]=[C:17]3[S:21][C:20](SC)=[N:19][C:18]3=[O:24])[CH:14]=2)C=[CH:8][C:7]=1[C:25]#[N:26])[CH2:2][CH2:3][CH3:4].[CH:27]1([NH2:30])[CH2:29][CH2:28]1.C([N:34](C(C)C)CC)(C)C>>[CH2:1]([O:5][C:6]1[C:15]2[C:10](=[CH:11][CH:12]=[C:13](/[CH:16]=[C:17]3/[C:18](=[O:24])[N:19]=[C:20]([NH:30][CH:27]4[CH2:29][CH2:28]4)[S:21]/3)[CH:14]=2)[N:26]=[CH:25][C:7]=1[C:8]#[N:34])[CH2:2][CH2:3][CH3:4]. Procedure: Similar procedure as described in example 41c was used, starting from 1-butoxy-7-(2-methylsulfanyl-4-oxo-4H-thiazol-5-ylidenemethyl)-naphthalene-2-carbonitrile (example 79d), cyclopropylamine, and DIEA (diisopropylethylamine) to give 4-butoxy-6-[2-cyclopropylamino-4-oxo-4H-thiazol-(5Z)-ylidenemethyl]-quinoline-3-carbonitrile. LC-MS m/e 393 (MH+). Starting materials: CC1=C(N)C=CC(=C1)C(C(F)(F)F)(C(F)(F)F)F (2-methyl-4-[1,2,2,2-tetrafluoro-1-(trifluoro-methyl)ethyl]aniline), Cl (hydrochloric acid), CC(CSC)(C)NC(=O)C=1C(=CC=CC1)C(=O)NC1=C(C=C(C=C1)C(C(F)(F)F)(C(F)(F)F)F)C (N2-[1,1-dimethyl-2-(methylthio)ethyl]-N1-{2-methyl-4-{1,2,2,2-tetrafluoro-1-(trifluoromethyl)ethyl}phenyl}-1,2-benzenedicarboxamide), S(=O)([O-])[O-].[Na+].[Na+] (sodium sulfite), C1(C=2C(C(=O)O1)=CC=CC2)=O (phthalic anhydride), C(O)([O-])=O.[Na+] (sodium hydrogencarbonate), ClC(=O)OC (methyl chloroformate), C(O)([O-])=O.[Na+] (sodium hydrogencarbonate), OO (hydrogen peroxide), CC(CSC)(C)NC(C=1C(C(=O)O)=CC=CC1)=O (N-[1,1-dimethyl-2-(methylthio)ethyl]phthalamic acid), CC(CSC)(C)N (2-methyl-1-methylthio-2-propanamine). The solvent is ClCCCl (1,2-dichloroethane), ClCCCl (1,2-dichloroethane), ClCCCl (1,2-dichloroethane), C(=O)O (Formic acid), C(C)N(CC)CC (triethylamine). Conditions: temperature 20 celsius, time 30 minute. Product: CC(CS(=O)C)(C)NC(=O)C=1C(=CC=CC1)C(=O)NC1=C(C=C(C=C1)C(C(F)(F)F)(C(F)(F)F)F)C (N2-[1,1-dimethyl-2-(methyl-sulfinyl)ethyl]-N1-{2-methyl-4-[1,2,2,2-tetrafluoro-1-(trifluoromethyl)ethyl]phenyl}-1,2-benzenedicarboxamide). Isolated yield 83.0%. RXN SMILES: [CH3:1][C:2]([NH2:7])([CH3:6])[CH2:3][S:4][CH3:5].C1(=O)OC(=[O:12])C2=CC=CC=C12.CC(NC(=O)C1C(=CC=CC=1)C(O)=O)(C)CSC.C(=O)([O-])O.[Na+].ClC(OC)=O.CC1C=C(C(F)(C(F)(F)F)C(F)(F)F)C=CC=1N.Cl.CC(N[C:73]([C:75]1[C:76]([C:81]([NH:83][C:84]2[CH:89]=[CH:88][C:87]([C:90]([F:99])([C:95]([F:98])([F:97])[F:96])[C:91]([F:94])([F:93])[F:92])=[CH:86][C:85]=2[CH3:100])=[O:82])=[CH:77][CH:78]=[CH:79][CH:80]=1)=[O:74])(C)CSC.OO.S([O-])([O-])=O.[Na+].[Na+]>ClCCCl.C(O)=O.C(N(CC)CC)C>[CH3:1][C:2]([NH:7][C:73]([C:75]1[C:76]([C:81]([NH:83][C:84]2[CH:89]=[CH:88][C:87]([C:90]([F:99])([C:95]([F:98])([F:97])[F:96])[C:91]([F:94])([F:93])[F:92])=[CH:86][C:85]=2[CH3:100])=[O:82])=[CH:77][CH:78]=[CH:79][CH:80]=1)=[O:74])([CH3:6])[CH2:3][S:4]([CH3:5])=[O:12] |f:3.4,10.11.12|. Procedure details: A mixture of 2-methyl-1-methylthio-2-propanamine (11.61 g) and triethylamine (1.97 g) was added dropwise to a mixture of phthalic anhydride (14.42 g) and 1,2-dichloroethane (58 mL) at 50° C. The resulting mixture was stirred at the same temperature for 30 minutes to prepare N-[1,1-dimethyl-2-(methylthio)ethyl]phthalamic acid. Aqueous sodium hydrogencarbonate solution (9.81 g/101 mL) was added dropwise to this mixture at 40° C. and then methyl chloroformate (11.04 g) was added dropwise thereto at...